From a dataset of the Open Reaction Database (ORD), a public repository of structured organic reaction records. describe an organic reaction: reactants, conditions, products, and yield The reactants are NC=1NC2=C(N1)C=CC=C2 (2-aminobenzimidazole), N1=CC=CC=C1 (pyridine), O1C=C(C=C1)C(=O)Cl (3-furoyl chloride). Run in O (water). Yields the product O1C=C(C=C1)C(=O)NC=1NC2=C(N1)C=CC=C2 (2-(3-furylcarbonylamino)-benzimidazole). Reaction SMILES: [NH2:1][C:2]1[NH:3][C:4]2[CH:10]=[CH:9][CH:8]=[CH:7][C:5]=2[N:6]=1.N1C=CC=CC=1.[O:17]1[CH:21]=[CH:20][C:19]([C:22](Cl)=[O:23])=[CH:18]1>O>[O:17]1[CH:21]=[CH:20][C:19]([C:22]([NH:1][C:2]2[NH:3][C:4]3[CH:10]=[CH:9][CH:8]=[CH:7][C:5]=3[N:6]=2)=[O:23])=[CH:18]1. Procedure: A solution of 20 g. of 2-aminobenzimidazole (II) in 150 ml. of pyridine is cooled to -20°C. and 20 g. of 3-furoyl chloride is added thereto. The thus-obtained reaction mixture is allowed to warm slowly to between 20°-30°C. (room temperature), and maintained at this temperature for 15 hours, diluted with water and filtered to give a residue which is recrystallized from acetic acid to yield 2-(3-furylcarbonylamino)-benzimidazole [(III), R = 3-furyl]. Run in O (water), C1(=CC=CC=C1)C (toluene). Procedure: First, 1.0 g of 4-chloro-6-phenylpyrimidine, 1.1 g of 2-tert-butylphenylboronic acid, 4.0 g of potassium phosphate, 39 mL of toluene, and 3.9 mL of water were put in a three-neck flask equipped with a reflux pipe, and the air in the flask was replaced with nitrogen. In this container were added 48 mg of bis(dibenzylideneacetone)palladium(0), namely Pd2(dba)3, and 190 mg of tris(2,6-dimethoxyphenyl)phosphine, and heating was performed at 100° C. for 7 hours. Then, 24 mg of Pd2(dba)3 and 46 mg of ... Isolated yield 18.0%. The reagents and catalysts are C(C)(=O)[O-].[Pd+2].C(C)(=O)[O-] (palladium acetate), C=1C=CC(=CC1)/C=C/C(=O)/C=C/C2=CC=CC=C2.C=1C=CC(=CC1)/C=C/C(=O)/C=C/C2=CC=CC=C2.[Pd] (bis(dibenzylideneacetone)palladium(0)), C=1C=CC(=CC1)/C=C/C(=O)/C=C/C2=CC=CC=C2.C=1C=CC(=CC1)/C=C/C(=O)/C=C/C2=CC=CC=C2.C=1C=CC(=CC1)/C=C/C(=O)/C=C/C2=CC=CC=C2.[Pd].[Pd] (Pd2(dba)3), C(C)(=O)[O-].[Pd+2].C(C)(=O)[O-] (palladium acetate), C(C)(=O)[O-].[Pd+2].C(C)(=O)[O-] (palladium acetate), C=1C=CC(=CC1)/C=C/C(=O)/C=C/C2=CC=CC=C2.C=1C=CC(=CC1)/C=C/C(=O)/C=C/C2=CC=CC=C2.C=1C=CC(=CC1)/C=C/C(=O)/C=C/C2=CC=CC=C2.[Pd].[Pd] (Pd2(dba)3). Reaction SMILES: Cl[C:2]1[CH:7]=[C:6]([C:8]2[CH:13]=[CH:12][CH:11]=[CH:10][CH:9]=2)[N:5]=[CH:4][N:3]=1.[C:14]([C:18]1[CH:23]=[CH:22][CH:21]=[CH:20][C:19]=1B(O)O)([CH3:17])([CH3:16])[CH3:15].P([O-])([O-])([O-])=O.[K+].[K+].[K+].COC1C=CC=C(OC)C=1P(C1C(OC)=CC=CC=1OC)C1C(OC)=CC=CC=1OC.C1(P(C2CCCCC2)C2C=CC=CC=2C2C(OC)=CC=CC=2OC)CCCCC1>C1C=CC(/C=C/C(/C=C/C2C=CC=CC=2)=O)=CC=1.C1C=CC(/C=C/C(/C=C/C2C=CC=CC=2)=O)=CC=1.[Pd].C1C=CC(/C=C/C(/C=C/C2C=CC=CC=2)=O)=CC=1.C1C=CC(/C=C/C(/C=C/C2C=CC=CC=2)=O)=CC=1.C1C=CC(/C=C/C(/C=C/C2C=CC=CC=2)=O)=CC=1.[Pd].[Pd].C([O-])(=O)C.[Pd+2].C([O-])(=O)C.O.C1(C)C=CC=CC=1>[C:14]([C:18]1[CH:23]=[CH:22][CH:21]=[CH:20][C:19]=1[C:2]1[CH:7]=[C:6]([C:8]2[CH:13]=[CH:12][CH:11]=[CH:10][CH:9]=2)[N:5]=[CH:4][N:3]=1)([CH3:17])([CH3:16])[CH3:15] |f:2.3.4.5,8.9.10,11.12.13.14.15,16.17.18|. Reaction conditions: time 7 hour. The reactants are COC=1C=CC=C(C1C=2C=CC=CC2P(C3CCCCC3)C4CCCCC4)OC (S-Phos), COC1=C(C(=CC=C1)OC)P(C1=C(C=CC=C1OC)OC)C1=C(C=CC=C1OC)OC (tris(2,6-dimethoxyphenyl)phosphine), C(C)(C)(C)C1=C(C=CC=C1)B(O)O (2-tert-butylphenylboronic acid), P(=O)([O-])([O-])[O-].[K+].[K+].[K+] (potassium phosphate), COC=1C=CC=C(C1C=2C=CC=CC2P(C3CCCCC3)C4CCCCC4)OC (S-Phos), C1(CCCCC1)P(C1=C(C=CC=C1)C1=C(C=CC=C1OC)OC)C1CCCCC1 (2-dicyclohexylphosphino-2′,6′-dimethoxybiphenyl), COC1=C(C(=CC=C1)OC)P(C1=C(C=CC=C1OC)OC)C1=C(C=CC=C1OC)OC (tris(2,6-dimethoxyphenyl)phosphine), ClC1=NC=NC(=C1)C1=CC=CC=C1 (4-chloro-6-phenylpyrimidine), C(C)(C)(C)C1=C(C=CC=C1)B(O)O (2-tert-butylphenylboronic acid), P(=O)([O-])([O-])[O-].[K+].[K+].[K+] (potassium phosphate). The product is C(C)(C)(C)C1=C(C=CC=C1)C1=NC=NC(=C1)C1=CC=CC=C1 (4-(2-tert-butylphenyl)-6-phenylpyrimidine). Reactants: BrCc1ccccc1, Oc1ccc(Br)cc1F. Product: Fc1cc(Br)ccc1OCc1ccccc1. RXN SMILES: [Br:10][CH2:11][c:12]1[cH:13][cH:14][cH:15][cH:16][cH:17]1.[Br:1][c:2]1[cH:3][c:4]([F:9])[c:5]([OH:8])[cH:6][cH:7]1>>[Br:1][c:2]1[cH:3][c:4]([F:9])[c:5]([O:8][CH2:11][c:12]2[cH:13][cH:14][cH:15][cH:16][cH:17]2)[cH:6][cH:7]1. Reactants: [Al+3], [H-], [H-], [H-], [H-], [Li+], COc1ccc(COCC(Cn2ccnc2)N=[N+]=[N-])cc1, C1CCOC1. The product is COc1ccc(COCC(N)Cn2ccnc2)cc1. As a reaction SMILES: [Al+3:23].[H-:22].[H-:25].[H-:26].[H-:27].[Li+:24].[N:1](=[N+:2]=[N-:3])[CH:4]([CH2:5][n:6]1[cH:7][n:8][cH:9][cH:10]1)[CH2:11][O:12][CH2:13][c:14]1[cH:15][cH:16][c:17]([O:20][CH3:21])[cH:18][cH:19]1.[O:28]1[CH2:29][CH2:30][CH2:31][CH2:32]1>>[NH2:1][CH:4]([CH2:5][n:6]1[cH:7][n:8][cH:9][cH:10]1)[CH2:11][O:12][CH2:13][c:14]1[cH:15][cH:16][c:17]([O:20][CH3:21])[cH:18][cH:19]1. RXN SMILES: CC([O:5][C:6](=[O:18])[CH2:7][S:8][C:9]1[S:13][C:12]([NH:14][C:15](=[O:17])[CH3:16])=[N:11][CH:10]=1)(C)C>C(Cl)Cl.FC(F)(F)C(O)=O>[C:15]([NH:14][C:12]1[S:13][C:9]([S:8][CH2:7][C:6]([OH:18])=[O:5])=[CH:10][N:11]=1)(=[O:17])[CH3:16]. Starting materials: CC(C)(C)OC(CSC1=CN=C(S1)NC(C)=O)=O ([[2-(acetylamino)-5-thiazolyl]thio]acetic acid 1,1-dimethylethyl ester). Reported procedure: A solution of [[2-(acetylamino)-5-thiazolyl]thio]acetic acid 1,1-dimethylethyl ester (4.32 g, 15 mmol) in methylene chloride (30 mL) and trifluoroacetic acid (20 mL) was stirred at rt overnight and concentrated in vacuo. To the residue was added ethyl ether (50 mL). The precipitated solid was collected, washed with ethyl ether and dried to afford the desired product (3.38 g, 97%) as a solid, mp 210° C. Run in C(Cl)Cl (methylene chloride), FC(C(=O)O)(F)F (trifluoroacetic acid). Isolated yield 97.0%. Yields the product C(C)(=O)NC=1SC(=CN1)SCC(=O)O ([[2-(acetylamino)-5-thiazolyl]thio]acetic acid). Starting materials: Cl (Hydrochloric acid), C(C)(C)(C)OC(N[C@@H]([C@H](CC)C)C(=O)N1CC(C(C1)(F)F)(F)F)=O ([(1S,2S)-2-methyl-1-(3,3,4,4-tetrafluoro-pyrrolidine-1-carbonyl)-butyl]-carbamic acid tert-butyl ester). The product is N[C@H](C(=O)N1CC(C(C1)(F)F)(F)F)[C@@H](CC)C ((2S,3R)-2-Amino-3-methyl-1-(3,3,4,4-tetrafluoro-pyrrolidin-1-yl)-pentan-1-one). RXN SMILES: Cl.C(OC(=O)[NH:8][C@H:9]([C:14]([N:16]1[CH2:20][C:19]([F:22])([F:21])[C:18]([F:24])([F:23])[CH2:17]1)=[O:15])[C@@H:10]([CH3:13])[CH2:11][CH3:12])(C)(C)C>>[NH2:8][C@@H:9]([C@H:10]([CH3:13])[CH2:11][CH3:12])[C:14]([N:16]1[CH2:20][C:19]([F:21])([F:22])[C:18]([F:24])([F:23])[CH2:17]1)=[O:15]. Procedure details: (2S,3R)-2-Amino-3-methyl-1-(3,3,4,4-tetrafluoro-pyrrolidin-1-yl)-pentan-1-one was prepared by Hydrochloric acid treatment of [(1S,2S)-2-methyl-1-(3,3,4,4-tetrafluoro-pyrrolidine-1-carbonyl)-butyl]-carbamic acid tert-butyl ester as analogously described in Step 2 of Example 1. (melting point: greater than 250° C.). Starting materials: CO, COC=O, [N-]=[N+]=[N-], [Na+], O, c1ccc(CCCCCCCCOCC2CO2)cc1. Yields the product [N-]=[N+]=NCC(O)COCCCCCCCCc1ccccc1. RXN SMILES: [CH3:28][OH:29].[CH:24]([O:25][CH3:26])=[O:27].[N-:21]=[N+:22]=[N-:23].[Na+:20].[OH2:30].[c:1]1([CH2:7][CH2:8][CH2:9][CH2:10][CH2:11][CH2:12][CH2:13][CH2:14][O:15][CH2:16][CH:17]2[O:18][CH2:19]2)[cH:2][cH:3][cH:4][cH:5][cH:6]1>>[c:1]1([CH2:7][CH2:8][CH2:9][CH2:10][CH2:11][CH2:12][CH2:13][CH2:14][O:15][CH2:16][CH:17]([OH:18])[CH2:19][N:21]=[N+:22]=[N-:23])[cH:2][cH:3][cH:4][cH:5][cH:6]1. The reactants are C(C(=O)C)(=O)OCC (ethyl pyruvate), Cl.C(C)(C)(C)NN (t-butyl hydrazine hydrochloride), C(C)(C)N(C(C)C)CC (N,N-diisopropylethyl amine). The solvent is C(C)O (ethanol). Yields the product C(C)(C)(C)N\N=C(\C(=O)OCC)/C ((E)-ethyl 2-(2-tert-butylhydrazono)propanoate). Isolated yield 71.3%. RXN SMILES: [C:1]([O:6][CH2:7][CH3:8])(=[O:5])[C:2]([CH3:4])=O.Cl.[C:10]([NH:14][NH2:15])([CH3:13])([CH3:12])[CH3:11].C(N(CC)C(C)C)(C)C>C(O)C>[C:10]([NH:14]/[N:15]=[C:2](\[CH3:4])/[C:1]([O:6][CH2:7][CH3:8])=[O:5])([CH3:13])([CH3:12])[CH3:11] |f:1.2|. Procedure: To a solution of ethyl pyruvate (20.22 g, 174.1 mmol) in ethanol (150 mL) was added t-butyl hydrazine hydrochloride (21.7 g, 174 mmol) and N,N-diisopropylethyl amine (33.4 mL, 192 mmol). After stirring at reflux for 18 hours, the reaction was cooled and the volatiles were removed under reduced pressure. The resultant golden oil was taken up in 300 mL ethyl acetate and washed with 200 mL water and 300 mL saturated aqueous sodium bicarbonate. The organic layer was dried over sodium sulfate, filter... Starting materials: CO, [K+], CC1(C)CCC(OC(=O)c2ccc([N+](=O)[O-])cc2)CC1N1C(=O)c2ccccc2C1=O, C1CCOC1, O=S(=O)([O-])O. Yields the product CC1(C)CCC(O)CC1N1C(=O)c2ccccc2C1=O. As a reaction SMILES: [CH3:38][OH:39].[K+:37].[N+:1]([c:2]1[cH:3][cH:4][c:5]([C:6](=[O:7])[O:10][CH:11]2[CH2:12][CH:13]([N:19]3[C:20](=[O:29])[c:21]4[cH:22][cH:23][cH:24][cH:25][c:26]4[C:27]3=[O:28])[C:14]([CH3:17])([CH3:18])[CH2:15][CH2:16]2)[cH:8][cH:9]1)([O-:30])=[O:31].[O:40]1[CH2:41][CH2:42][CH2:43][CH2:44]1.[S:32]([O-:33])([OH:34])(=[O:35])=[O:36]>>[OH:10][CH:11]1[CH2:12][CH:13]([N:19]2[C:20](=[O:29])[c:21]3[cH:22][cH:23][cH:24][cH:25][c:26]3[C:27]2=[O:28])[C:14]([CH3:17])([CH3:18])[CH2:15][CH2:16]1.